From a dataset of the Open Reaction Database (ORD), a public repository of structured organic reaction records. describe an organic reaction: reactants, conditions, products, and yield Starting materials: ClC(=C)CCl (2,3-dichloropropene), C#N (hydrocyanic acid). The product is ClC(CC#N)=C (3-chloro-3-butenonitrile), C(C=C=C)#N (2,3-butadienenitrile). RXN SMILES: [Cl:1][C:2]([CH2:4]Cl)=[CH2:3].[CH:6]#[N:7]>>[Cl:1][C:2](=[CH2:3])[CH2:4][C:6]#[N:7].[C:6](#[N:7])[CH:3]=[C:2]=[CH2:4]. Reported procedure: The reaction of 2,3-dichloropropene with hydrocyanic acid gives as the product 3-chloro-3-butenonitrile or 2,3-butadienenitrile, or the mixture of the two as described above. The product can be used as such for the reaction with hydrazine. Starting materials: C1CCOC1 (THF), O(C1=CC=CC=C1)C1=CC=C(S1)C=O (5-phenoxy-thiophene-2-carbaldehyde), [H-].[H-].[H-].[H-].[Li+].[Al+3] (LAH). Solvent: O (Water). Run at time 10 minute. Product: O(C1=CC=CC=C1)C1=CC=C(S1)CO ((5-Phenoxy-thiophen-2-yl)-methanol). Isolated yield 70.7%. Reaction SMILES: C1COCC1.[O:6]([C:13]1[S:17][C:16]([CH:18]=[O:19])=[CH:15][CH:14]=1)[C:7]1[CH:12]=[CH:11][CH:10]=[CH:9][CH:8]=1.[H-].[H-].[H-].[H-].[Li+].[Al+3]>O>[O:6]([C:13]1[S:17][C:16]([CH2:18][OH:19])=[CH:15][CH:14]=1)[C:7]1[CH:8]=[CH:9][CH:10]=[CH:11][CH:12]=1 |f:2.3.4.5.6.7|. Reported procedure: To a solution of THF (60 mL) and 5-phenoxy-thiophene-2-carbaldehyde (2.8 g) was added LAH (390 mg) at 0° C., which was stirred for 10 minutes at room temperature. Water was added to the reaction solution, which was then extracted with ethyl acetate. The solvent was evaporated under a reduced pressure and the organic layer was purified by NH silica gel chromatography (ethyl acetate), and then purified by silica gel chromatography (hexane:ethyl acetate=4:1, then 2:1) to obtain the titled compound ... Starting materials: C(OCC1=C(C=CC=C1)C)(=O)Cl (2-methylbenzyl carbonochloridate), C(#N)C1=CC=C(C=C1)N1C[C@H](CCC1)N[C@H]1[C@@H](CCCC1)NC(CC1=CN(C2=CC=CC=C12)C)=O (N-((1R,2R)-2-((S)-1-(4-Cyanophenyl)piperidin-3-ylamino)cyclohexyl)-2-(1-methyl-1H-indol-3-yl)acetamide), C(#N)C1=CC=C(C=C1)N1C[C@H](CCC1)N[C@H]1[C@@H](CCCC1)NC(CC1=CN(C2=CC=CC=C12)C)=O (N-((1R,2R)-2-((S)-1-(4-Cyanophenyl)piperidin-3-ylamino)cyclohexyl)-2-(1-methyl-1H-indol-3-yl)acetamide). Yields the product C(#N)C1=CC=C(C=C1)N1C[C@H](CCC1)N[C@H]1[C@@H](CCCC1)NC(OCC1=C(C=CC=C1)C)=O (2-Methylbenzyl (1R,2R)-2-((S)-1-(4-cyanophenyl)piperidin-3-ylamino)cyclohexylcarbamate), white solid. The yield is 27.8%. RXN SMILES: [C:1]([C:3]1[CH:8]=[CH:7][C:6]([N:9]2[CH2:14][CH2:13][CH2:12][C@H:11]([NH:15][C@@H:16]3[CH2:21][CH2:20][CH2:19][CH2:18][C@H:17]3[NH:22]C(=O)CC3C4C(=CC=CC=4)N(C)C=3)[CH2:10]2)=[CH:5][CH:4]=1)#[N:2].[C:36](Cl)(=[O:46])[O:37][CH2:38][C:39]1[CH:44]=[CH:43][CH:42]=[CH:41][C:40]=1[CH3:45]>>[C:1]([C:3]1[CH:8]=[CH:7][C:6]([N:9]2[CH2:14][CH2:13][CH2:12][C@H:11]([NH:15][C@@H:16]3[CH2:21][CH2:20][CH2:19][CH2:18][C@H:17]3[NH:22][C:36](=[O:46])[O:37][CH2:38][C:39]3[CH:44]=[CH:43][CH:42]=[CH:41][C:40]=3[CH3:45])[CH2:10]2)=[CH:5][CH:4]=1)#[N:2]. Reported procedure: 2-Methylbenzyl (1R,2R)-2-((S)-1-(4-cyanophenyl)piperidin-3-ylamino)cyclohexylcarbamate was synthesized using 4-((S)-3-((1R,2R)-2-aminocyclohexylamino)piperidin-1-yl)benzonitrile (from intermediate D, Example 10) (60 mg, 0.20 mmol) and 2-methylbenzyl carbonochloridate (63.5 mg, 0.22 mmol) according to General Procedure H to give 25 mg (27.8%) of white solid. Anal. Calcd. for C27H34N4O2 m/z 446.3, found: 447.2 (M+H)+; 1H NMR (400 MHz, CD3OD) δ ppm 7.45 (d, J=8.7 Hz, 2H), 7.26 (d, J=7.3 Hz, 1H), 7.... Starting materials: C(C)OC(=O)C1=C(N(C2=CC=C(C=C12)O)C1=CC=C(C=C1)N(CC)CC)CC(=O)OCC (1-(4-Diethylaminophenyl)-2-ethoxycarbonylmethyl-5-hydroxyindole-3-carboxylic acid ethyl ester), C1=C(C=CC2=CC=CC=C12)B(O)O (2-naphthyl-boronic acid). The product is C(C)OC(=O)C1=C(N(C2=CC=C(C=C12)OC1=CC2=CC=CC=C2C=C1)C1=CC=C(C=C1)N(CC)CC)CC(=O)OCC (1-(4-Diethylaminophenyl)-5-(2-naphthyloxy)-2-ethoxycarbonylmethylindole-3-carboxylic acid ethyl ester). Reaction SMILES: [CH2:1]([O:3][C:4]([C:6]1[C:14]2[C:9](=[CH:10][CH:11]=[C:12]([OH:15])[CH:13]=2)[N:8]([C:16]2[CH:21]=[CH:20][C:19]([N:22]([CH2:25][CH3:26])[CH2:23][CH3:24])=[CH:18][CH:17]=2)[C:7]=1[CH2:27][C:28]([O:30][CH2:31][CH3:32])=[O:29])=[O:5])[CH3:2].[CH:33]1[C:42]2[C:37](=[CH:38][CH:39]=[CH:40][CH:41]=2)[CH:36]=[CH:35][C:34]=1B(O)O>>[CH2:1]([O:3][C:4]([C:6]1[C:14]2[C:9](=[CH:10][CH:11]=[C:12]([O:15][C:35]3[CH:34]=[CH:33][C:42]4[C:37](=[CH:38][CH:39]=[CH:40][CH:41]=4)[CH:36]=3)[CH:13]=2)[N:8]([C:16]2[CH:21]=[CH:20][C:19]([N:22]([CH2:25][CH3:26])[CH2:23][CH3:24])=[CH:18][CH:17]=2)[C:7]=1[CH2:27][C:28]([O:30][CH2:31][CH3:32])=[O:29])=[O:5])[CH3:2]. Reported procedure: The sub-title compound was prepared in accordance with step (c) Example 1 from 1-(4-diethylaminophenyl)-2-ethoxycarbonylmethyl-5-hydroxyindole-3-carboxylic acid ethyl ester (150 mg, 0.35 mmol, see step (b) Example 1) and 2-naphthyl-boronic acid (91 mg, 0.53 mmol). Yield 66 mg, (34%).